From a dataset of the Open Reaction Database (ORD), a public repository of structured organic reaction records. describe an organic reaction: reactants, conditions, products, and yield Product: Clc1ccc(N2CCNCC2)cc1Cl. Starting materials: O=C([O-])[O-], CCCCO, ClCCNCCCl, Cl, [K+], [K+], Nc1ccc(Cl)c(Cl)c1. Reaction SMILES: [C:18](=[O:19])([O-:20])[O-:21].[CH2:24]([OH:25])[CH2:26][CH2:27][CH3:28].[Cl:2][CH2:3][CH2:4][NH:5][CH2:6][CH2:7][Cl:8].[ClH:1].[K+:22].[K+:23].[NH2:9][c:10]1[cH:11][cH:12][c:13]([Cl:14])[c:15]([Cl:16])[cH:17]1>>[CH2:3]1[CH2:4][NH:5][CH2:6][CH2:7][N:9]1[c:10]1[cH:11][cH:12][c:13]([Cl:14])[c:15]([Cl:16])[cH:17]1. Reactants: O=C1N(C(C=2NC(=NC2N1CCC)C1=CC2CCC(C1)C2C(=O)O)=O)CCC (3-(2,6-Dioxo-1,3-dipropyl-2,3,6,7-tetrahydro-1H-purin-8-yl)-bicyclo[3.2.1]oct-2-ene-8-carboxylic acid), C(=O)(O)[O-].[Na+] (NaHCO3). The solvent is C1CCOC1 (THF). The product is O=C1C2CC(CC1CC2)C2=NC=1N(C(N(C(C1N2)=O)CCC)=O)CCC (8-(8-Oxo-bicyclo[3.2.1]oct-3-yl)-1,3-dipropyl-3,7-dihydro-purine-2,6-dione). As a reaction SMILES: [O:1]=[C:2]1[N:10]([CH2:11][CH2:12][CH3:13])[C:9]2[N:8]=[C:7]([C:14]3[CH2:20][CH:19]4[CH:21](C(O)=O)[CH:16]([CH2:17][CH2:18]4)[CH:15]=3)[NH:6][C:5]=2[C:4](=[O:25])[N:3]1[CH2:26][CH2:27][CH3:28].C([O-])(O)=[O:30].[Na+]>C1COCC1>[O:30]=[C:21]1[CH:16]2[CH2:17][CH2:18][CH:19]1[CH2:20][CH:14]([C:7]1[NH:6][C:5]3[C:4](=[O:25])[N:3]([CH2:26][CH2:27][CH3:28])[C:2](=[O:1])[N:10]([CH2:11][CH2:12][CH3:13])[C:9]=3[N:8]=1)[CH2:15]2 |f:1.2|. Reported procedure: The product (390 mg) from Example 35, was taken in THF (10 ml) 6N HCl (3 ml) and heated to reflux overnight. The next day, after cooling to room temperature, poured over ice, neutralized with NaHCO3, extracted with ethyl acetate, washed with brine and dried over MgSO4. Filtered, concentrated, and purified on silica. Yield (321 mg). Mass (ES+ 359). Reactants: C(C)OC(=O)C1=NC(=CC(=C1)Br)C (4-Bromo-6-methyl-pyridine-2-carboxylic acid ethyl ester), NC1=NC(=NC=C1)C (4-Amino-2-methylpyrimidine). Yields the product CC1=NC=CC(=N1)NC(=O)C1=NC(=CC(=C1)Br)C (4-Bromo-6-methyl-pyridine-2-carboxylic acid (2-methyl-pyrimidin-4-yl)-amide). Reaction SMILES: C(O[C:4]([C:6]1[CH:11]=[C:10]([Br:12])[CH:9]=[C:8]([CH3:13])[N:7]=1)=[O:5])C.[NH2:14][C:15]1[CH:20]=[CH:19][N:18]=[C:17]([CH3:21])[N:16]=1>>[CH3:21][C:17]1[N:16]=[C:15]([NH:14][C:4]([C:6]2[CH:11]=[C:10]([Br:12])[CH:9]=[C:8]([CH3:13])[N:7]=2)=[O:5])[CH:20]=[CH:19][N:18]=1. Procedure: The tide compound, white solid, MS (ISP): m/e=307.1, 309.2 (M+H)+, was prepared from 4-Bromo-6-methyl-pyridine-2-carboxylic acid ethyl ester in accordance with the general method of example 1. Step 5 was performed using 4-Amino-2-methylpyrimidine instead of 2-Amino-4-methylthiazole. The reactants are CC(C)(C)OC(=O)NC(Cc1ccccc1)c1nc2ccc(C#C[Si](C)(C)C)cc2[nH]1, O=C([O-])[O-], CO, [K+], [K+]. The product is C#Cc1ccc2nc(C(Cc3ccccc3)NC(=O)OC(C)(C)C)[nH]c2c1. RXN SMILES: [C:1]([CH3:2])([CH3:3])([CH3:4])[O:5][C:6]([NH:7][CH:8]([CH2:9][c:10]1[cH:11][cH:12][cH:13][cH:14][cH:15]1)[c:16]1[n:17][c:18]2[c:19]([nH:20]1)[cH:21][c:22]([C:25]#[C:26][Si:27]([CH3:28])([CH3:29])[CH3:30])[cH:23][cH:24]2)=[O:31].[C:32](=[O:33])([O-:34])[O-:35].[CH3:38][OH:39].[K+:36].[K+:37]>>[C:1]([CH3:2])([CH3:3])([CH3:4])[O:5][C:6]([NH:7][CH:8]([CH2:9][c:10]1[cH:11][cH:12][cH:13][cH:14][cH:15]1)[c:16]1[n:17][c:18]2[c:19]([nH:20]1)[cH:21][c:22]([C:25]#[CH:26])[cH:23][cH:24]2)=[O:31].